Dataset: the Open Reaction Database (ORD), a public repository of structured organic reaction records. Task: describe an organic reaction: reactants, conditions, products, and yield Reaction SMILES: [CH3:37][CH2:38][OH:39].[O:1]1[CH2:2][CH2:3][N:4]([c:7]2[cH:8][cH:9][c:10]([NH:13][c:14]3[n:15][cH:16][c:17]4[c:18]([n:19]3)[c:20](-[c:23]3[cH:24][c:25]([N+:29]([O-:30])=[O:31])[cH:26][cH:27][cH:28]3)[cH:21][s:22]4)[cH:11][n:12]2)[CH2:5][CH2:6]1.[OH2:32].[OH2:33].[Sn:34]([Cl:35])[Cl:36]>>[O:1]1[CH2:2][CH2:3][N:4]([c:7]2[cH:8][cH:9][c:10]([NH:13][c:14]3[n:15][cH:16][c:17]4[c:18]([n:19]3)[c:20](-[c:23]3[cH:24][c:25]([NH2:29])[cH:26][cH:27][cH:28]3)[cH:21][s:22]4)[cH:11][n:12]2)[CH2:5][CH2:6]1. Starting materials: CCO, O=[N+]([O-])c1cccc(-c2csc3cnc(Nc4ccc(N5CCOCC5)nc4)nc23)c1, O, O, Cl[Sn]Cl. Yields the product Nc1cccc(-c2csc3cnc(Nc4ccc(N5CCOCC5)nc4)nc23)c1. The reactants are CCOC(=O)C(Cc1ccc(OCC=C2c3ccccc3-c3ccccc32)cc1)OCC, CCO, [Li+], [OH-]. The product is CCOC(Cc1ccc(OCC=C2c3ccccc3-c3ccccc32)cc1)C(=O)O. As a reaction SMILES: [CH2:3]([CH3:4])[O:5][CH:6]([C:7](=[O:8])[O:9][CH2:10][CH3:11])[CH2:12][c:13]1[cH:14][cH:15][c:16]([O:19][CH2:20][CH:21]=[C:22]2[c:23]3[cH:24][cH:25][cH:26][cH:27][c:28]3-[c:29]3[cH:30][cH:31][cH:32][cH:33][c:34]32)[cH:17][cH:18]1.[CH3:35][CH2:36][OH:37].[Li+:1].[OH-:2]>>[CH2:3]([CH3:4])[O:5][CH:6]([C:7](=[O:8])[OH:9])[CH2:12][c:13]1[cH:14][cH:15][c:16]([O:19][CH2:20][CH:21]=[C:22]2[c:23]3[cH:24][cH:25][cH:26][cH:27][c:28]3-[c:29]3[cH:30][cH:31][cH:32][cH:33][c:34]32)[cH:17][cH:18]1. Reactants: SC1=Nc2ccc(Cc3ccccc3)c3cccc1c23, CCO, c1ccncc1, CC(CCN)n1ccnc1. The product is CC(CCNC1=Nc2ccc(Cc3ccccc3)c3cccc1c23)n1ccnc1. As a reaction SMILES: [CH2:1]([c:2]1[cH:3][cH:4][cH:5][cH:6][cH:7]1)[c:8]1[c:9]2[c:10]3[c:11]([cH:18][cH:19][cH:20]2)[C:12]([SH:17])=[N:13][c:14]3[cH:15][cH:16]1.[CH3:37][CH2:38][OH:39].[cH:21]1[cH:22][cH:23][n:24][cH:25][cH:26]1.[n:27]1([CH:32]([CH2:33][CH2:34][NH2:35])[CH3:36])[cH:28][n:29][cH:30][cH:31]1>>[CH2:1]([c:2]1[cH:3][cH:4][cH:5][cH:6][cH:7]1)[c:8]1[c:9]2[c:10]3[c:11]([cH:18][cH:19][cH:20]2)[C:12]([NH:35][CH2:34][CH2:33][CH:32]([n:27]2[cH:28][n:29][cH:30][cH:31]2)[CH3:36])=[N:13][c:14]3[cH:15][cH:16]1. Starting materials: COCC(=O)NC=1C(=C(C(=C(C(=O)Cl)C1I)I)C(=O)Cl)I (5-methoxyacetylamino-2,4,6-triiodoisophthalic acid dichloride), CN(C)C=O (DMF), CN(C)C=O (DMF), C(CCC)N(CCCC)CCCC (tributylamine), OC(CN)CO (2,3-dihydroxypropylamine). Run at temperature 60 celsius, time 2 hour. The product is [Cl-].OC(CNC(C1=C(C(C(=O)O)=C(C(=C1I)NC(COC)=O)I)I)=O)CO (5-Methoxyacetylamino-2,4,6-triiodoisophthalic Acid (2,3-Dihydroxypropyl)amide Chloride). As a reaction SMILES: [CH3:1][O:2][CH2:3][C:4]([NH:6][C:7]1[C:8]([I:21])=[C:9]([C:18](Cl)=[O:19])[C:10]([I:17])=[C:11]([C:15]=1[I:16])[C:12]([Cl:14])=[O:13])=[O:5].C(N(CCCC)CCCC)CCC.[OH:35][CH:36]([CH2:39][OH:40])[CH2:37][NH2:38].CN(C=[O:45])C>>[Cl-:14].[OH:35][CH:36]([CH2:39][OH:40])[CH2:37][NH:38][C:18](=[O:19])[C:9]1[C:8]([I:21])=[C:7]([NH:6][C:4](=[O:5])[CH2:3][O:2][CH3:1])[C:15]([I:16])=[C:11]([C:12]([OH:45])=[O:13])[C:10]=1[I:17] |f:4.5|. Procedure: 50 g. (75 mmol) of 5-methoxyacetylamino-2,4,6-triiodoisophthalic acid dichloride is dissolved in 200 ml. of dry DMF; 18 g. (97.3 mmol) of tributylamine is added thereto, the mixture is heated to 60° C., and, at this temperature, a solution of 7.5 g. (82.4 mmol) of 2,3-dihydroxypropylamine in 50 ml. of DMF is added dropwise thereto. The mixture is stirred for 2 hours at 60° C., then concentrated to 100 ml., and stirred into 1.2 l. of methylene chloride. The precipitate thus formed is vacuum-filte... The reactants are ClCC1=CC=C(OCC=2N=C(OC2C)C=2OC=CC2)C=C1 (4-(4-chloromethylphenoxy)methyl-5-methyl-2-(2-furyl)-1,3-oxazole), C(C1=CC=CC=C1)N1N=C(C(=C1)C(=O)OCC)O (ethyl 1-benzyl-3-hydroxy-1H-pyrazole-4-carboxylate), C([O-])([O-])=O.[K+].[K+] (potassium carbonate), CN(C=O)C (N,N-dimethylformamide). Run in O (Water). Reaction conditions: temperature 80 celsius, time 15 hour. The product is C(C1=CC=CC=C1)N1N=C(C(=C1)C(=O)OCC)OCC1=CC=C(C=C1)OCC=1N=C(OC1C)C=1OC=CC1 (ethyl 1-benzyl-3-[(4-{[2-(2-furyl)-5-methyl-1,3-oxazol-4-yl]methoxy}benzyl)oxy]-1H-pyrazole-4-carboxylate). Isolated yield 95.9%. Reaction SMILES: Cl[CH2:2][C:3]1[CH:21]=[CH:20][C:6]([O:7][CH2:8][C:9]2[N:10]=[C:11]([C:15]3[O:16][CH:17]=[CH:18][CH:19]=3)[O:12][C:13]=2[CH3:14])=[CH:5][CH:4]=1.[CH2:22]([N:29]1[CH:33]=[C:32]([C:34]([O:36][CH2:37][CH3:38])=[O:35])[C:31]([OH:39])=[N:30]1)[C:23]1[CH:28]=[CH:27][CH:26]=[CH:25][CH:24]=1.C(=O)([O-])[O-].[K+].[K+].CN(C)C=O>O>[CH2:22]([N:29]1[CH:33]=[C:32]([C:34]([O:36][CH2:37][CH3:38])=[O:35])[C:31]([O:39][CH2:2][C:3]2[CH:21]=[CH:20][C:6]([O:7][CH2:8][C:9]3[N:10]=[C:11]([C:15]4[O:16][CH:17]=[CH:18][CH:19]=4)[O:12][C:13]=3[CH3:14])=[CH:5][CH:4]=2)=[N:30]1)[C:23]1[CH:24]=[CH:25][CH:26]=[CH:27][CH:28]=1 |f:2.3.4|. Reported procedure: A mixture of 4-(4-chloromethylphenoxy)methyl-5-methyl-2-(2-furyl)-1,3-oxazole (2.04 g), ethyl 1-benzyl-3-hydroxy-1H-pyrazole-4-carboxylate (1.50 g), potassium carbonate (0.84 g) and N,N-dimethylformamide (50 mL) was stirred at 80° C. for 15 hrs. Water was poured into the reaction mixture, and the mixture was extracted with ethyl acetate. The ethyl acetate layer was washed with saturated brine, dried over anhydrous magnesium sulfate and concentrated to give ethyl 1-benzyl-3-[(4-{[2-(2-furyl)-5-me...